This data is from the Open Reaction Database (ORD), a public repository of structured organic reaction records. The task is: describe an organic reaction: reactants, conditions, products, and yield Starting materials: CCCCc1ccc(C#Cc2ccc(C(=O)Cl)cc2)cc1, C1CCOC1, CN(C)c1ccncc1, CCN(C(C)C)C(C)C, ClCCl, CCCCCCNc1ccc(F)c(C(=O)OC)c1. Yields the product CCCCCCN(C(=O)c1ccc(C#Cc2ccc(CCCC)cc2)cc1)c1ccc(F)c(C(=O)OC)c1. As a reaction SMILES: [CH2:19]([CH2:20][CH2:21][CH3:22])[c:23]1[cH:24][cH:25][c:26]([C:29]#[C:30][c:31]2[cH:32][cH:33][c:34]([C:35](=[O:36])[Cl:37])[cH:38][cH:39]2)[cH:27][cH:28]1.[CH2:49]1[O:50][CH2:51][CH2:52][CH2:53]1.[CH3:54][N:55]([c:56]1[cH:57][cH:58][n:59][cH:60][cH:61]1)[CH3:62].[CH:40]([N:41]([CH2:42][CH3:43])[CH:44]([CH3:45])[CH3:46])([CH3:47])[CH3:48].[Cl:63][CH2:64][Cl:65].[F:1][c:2]1[c:3]([C:4](=[O:5])[O:6][CH3:7])[cH:8][c:9]([NH:12][CH2:13][CH2:14][CH2:15][CH2:16][CH2:17][CH3:18])[cH:10][cH:11]1>>[F:1][c:2]1[c:3]([C:4](=[O:5])[O:6][CH3:7])[cH:8][c:9]([N:12]([CH2:13][CH2:14][CH2:15][CH2:16][CH2:17][CH3:18])[C:35]([c:34]2[cH:33][cH:32][c:31]([C:30]#[C:29][c:26]3[cH:25][cH:24][c:23]([CH2:19][CH2:20][CH2:21][CH3:22])[cH:28][cH:27]3)[cH:39][cH:38]2)=[O:36])[cH:10][cH:11]1. Starting materials: CC1(OCC2=C(O1)C=CC(=C2)[C@@H]2CNC(O2)=O)C ((5R)-5-(2,2-dimethyl-4H-1,3-benzodioxin-6-yl)-1,3-oxazolidin-2-one), [H-].[Na+] (sodium hydride), C(CCC#C)OCCCCCCBr (6-bromohexyl 4-pentyn-1-yl ether), P(=O)([O-])([O-])[O-] (Phosphate). The solvent is CN(C)C=O (DMF), CN(C)C=O (DMF), O (water). Run at time 10 minute. Product: CC1(OCC2=C(O1)C=CC(=C2)[C@@H]2CN(C(O2)=O)CCCCCCOCCCC#C)C ((5R)-5-(2,2-Dimethyl-4H-1,3-benzodioxin-6-yl)-3-[6-(4-pentyn-1-yloxy)hexyl]-1,3-oxazolidin-2-one). Isolated yield 84.0%. RXN SMILES: [CH3:1][C:2]1([CH3:18])[O:7][C:6]2[CH:8]=[CH:9][C:10]([C@H:12]3[O:16][C:15](=[O:17])[NH:14][CH2:13]3)=[CH:11][C:5]=2[CH2:4][O:3]1.[H-].[Na+].[CH2:21]([O:26][CH2:27][CH2:28][CH2:29][CH2:30][CH2:31][CH2:32]Br)[CH2:22][CH2:23][C:24]#[CH:25].P([O-])([O-])([O-])=O>CN(C=O)C.O>[CH3:1][C:2]1([CH3:18])[O:7][C:6]2[CH:8]=[CH:9][C:10]([C@H:12]3[O:16][C:15](=[O:17])[N:14]([CH2:32][CH2:31][CH2:30][CH2:29][CH2:28][CH2:27][O:26][CH2:21][CH2:22][CH2:23][C:24]#[CH:25])[CH2:13]3)=[CH:11][C:5]=2[CH2:4][O:3]1 |f:1.2|. Procedure: A solution of (5R)-5-(2,2-dimethyl-4H-1,3-benzodioxin-6-yl)-1,3-oxazolidin-2-one (Example 1vi) (500 mg) in DMF (15 ml) under nitrogen at 0° was treated with sodium hydride (60% dispersion in mineral oil, 96 mg) and the mixture stirred at 20° for 10 min. A solution of 6-bromohexyl 4-pentyn-1-yl ether (WO 02/066422) (545 mg) in DMF (1 ml) was added and the mixture stirred at 20° for 18 h. Phosphate buffer solution (pH 6.5) and water were added and the mixture was extracted with EtOAc. The extract ...